This data is from the Open Reaction Database (ORD), a public repository of structured organic reaction records. The task is: describe an organic reaction: reactants, conditions, products, and yield The reactants are C(C1=CC=CC=C1)OC(=O)N1CCC(CC1)C=1NC=C(N1)C1=CC(=C(C=C1)F)C(F)(F)F (4-[4-(4-Fluoro-3-trifluoromethyl-phenyl)-1H-imidazol-2-yl]-piperidine-1-carboxylic acid benzyl ester), [H-].[Na+] (NaH), C(C)(C)(C)OC(=O)N1CC(CC1)OS(=O)(=O)C (3-methanesulfonyloxy-pyrrolidine-1-carboxylic acid tert-butyl ester). Run in CN(C)C=O (DMF). Conditions: time 20 minute. Yields the product C(C)(C)(C)OC(=O)N1CC(CC1)N1C(=NC(=C1)C1=CC(=C(C=C1)F)C(F)(F)F)C1CCN(CC1)C(=O)OCC1=CC=CC=C1 (Benzyl 4-(1-(1-(tert-butoxycarbonyl)pyrrolidin-3-yl)-4-(4-fluoro-3-(trifluoromethyl)phenyl)-1H-imidazol-2-yl)piperidine-1-carboxylate). Yield: 15.9%. As a reaction SMILES: [CH2:1]([O:8][C:9]([N:11]1[CH2:16][CH2:15][CH:14]([C:17]2[NH:18][CH:19]=[C:20]([C:22]3[CH:27]=[CH:26][C:25]([F:28])=[C:24]([C:29]([F:32])([F:31])[F:30])[CH:23]=3)[N:21]=2)[CH2:13][CH2:12]1)=[O:10])[C:2]1[CH:7]=[CH:6][CH:5]=[CH:4][CH:3]=1.[H-].[Na+].[C:35]([O:39][C:40]([N:42]1[CH2:46][CH2:45][CH:44](OS(C)(=O)=O)[CH2:43]1)=[O:41])([CH3:38])([CH3:37])[CH3:36]>CN(C=O)C>[C:35]([O:39][C:40]([N:42]1[CH2:46][CH2:45][CH:44]([N:18]2[CH:19]=[C:20]([C:22]3[CH:27]=[CH:26][C:25]([F:28])=[C:24]([C:29]([F:32])([F:30])[F:31])[CH:23]=3)[N:21]=[C:17]2[CH:14]2[CH2:13][CH2:12][N:11]([C:9]([O:8][CH2:1][C:2]3[CH:7]=[CH:6][CH:5]=[CH:4][CH:3]=3)=[O:10])[CH2:16][CH2:15]2)[CH2:43]1)=[O:41])([CH3:38])([CH3:36])[CH3:37] |f:1.2|. Procedure: To a solution of 4-[4-(4-Fluoro-3-trifluoromethyl-phenyl)-1H-imidazol-2-yl]-piperidine-1-carboxylic acid benzyl ester (1000.00 mg; 2.24 mmol; 1.00 eq.) in DMF 8 ml added NaH (107.27 mg; 2.68 mmol; 1.20 eq.), stirred at RT for 20 mins, added 3-methanesulfonyloxy-pyrrolidine-1-carboxylic acid tert-butyl ester (1186.02 mg; 4.47 mmol; 2.00 eq.), the reaction mixture was stirred 85° C. for 5 hr, lc-ms showed around 40% desired, continued stirring for over night, no big changed, purified the product b... Reactants: NCCCBr, Br, O=C([O-])[O-], Cc1ccccc1, O=C(Cl)OCc1ccccc1, [K+], [K+], O. The product is O=C(NCCCBr)OCc1ccccc1. Reaction SMILES: [Br:2][CH2:3][CH2:4][CH2:5][NH2:6].[BrH:1].[C:7](=[O:8])([O-:9])[O-:10].[CH3:24][c:25]1[cH:26][cH:27][cH:28][cH:29][cH:30]1.[Cl:13][C:14](=[O:15])[O:16][CH2:17][c:18]1[cH:19][cH:20][cH:21][cH:22][cH:23]1.[K+:11].[K+:12].[OH2:31]>>[Br:2][CH2:3][CH2:4][CH2:5][NH:6][C:14](=[O:15])[O:16][CH2:17][c:18]1[cH:19][cH:20][cH:21][cH:22][cH:23]1.